Dataset: the Open Reaction Database (ORD), a public repository of structured organic reaction records. Task: describe an organic reaction: reactants, conditions, products, and yield Starting materials: CN1CC2=C(NC=3C=CC(=CC23)C)CC1 (2,3,4,5-Tetrahydro-2,8-dimethyl-1H-pyrido[4,3-b]indole), BrC=C(C)C1=CC=C(C(=O)N(C)C)C=C1 (4-(1-Bromoprop-1-en-2-yl)-N,N-dimethylbenzamide), P(=O)([O-])([O-])[O-].[K+].[K+].[K+] (Potassium phosphate), N1[C@H](C(=O)O)CCC1 (L-proline), Ice water. The reagents and catalysts are [Cu]I (copper (I) iodide). Solvent: CN(C)C=O (DMF). Conditions: temperature 85 celsius, time 8 hour. Product: CN1CC2=C(N(C=3C=CC(=CC23)C)\C=C(/C)\C2=CC=C(C(=O)N(C)C)C=C2)CC1 ((E)-4-(1-(2,8-dimethyl-3,4-dihydro-1H-pyrido[4,3-b]indol-5(2H)-yl)prop-1-en-2-yl)-N,N-dimethylbenzamide). Reaction SMILES: Br[CH:2]=[C:3]([C:5]1[CH:15]=[CH:14][C:8]([C:9]([N:11]([CH3:13])[CH3:12])=[O:10])=[CH:7][CH:6]=1)[CH3:4].P([O-])([O-])([O-])=O.[K+].[K+].[K+].N1CCC[C@H]1C(O)=O.[CH3:32][N:33]1[CH2:46][CH2:45][C:36]2[NH:37][C:38]3[CH:39]=[CH:40][C:41]([CH3:44])=[CH:42][C:43]=3[C:35]=2[CH2:34]1>CN(C=O)C.[Cu]I>[CH3:32][N:33]1[CH2:46][CH2:45][C:36]2[N:37](/[CH:2]=[C:3](/[C:5]3[CH:15]=[CH:14][C:8]([C:9]([N:11]([CH3:13])[CH3:12])=[O:10])=[CH:7][CH:6]=3)\[CH3:4])[C:38]3[CH:39]=[CH:40][C:41]([CH3:44])=[CH:42][C:43]=3[C:35]=2[CH2:34]1 |f:1.2.3.4|. Procedure: 4-(1-Bromoprop-1-en-2-yl)-N,N-dimethylbenzamide (264 mg, 1 mmol) was dissolved in DMF (2 mL). Potassium phosphate (424 mg, 2 mmol) was added followed by copper (I) iodide (19 mg, 0.1 mmol) and L-proline (23 mg, 0.2 mmol). 2,3,4,5-Tetrahydro-2,8-dimethyl-1H-pyrido[4,3-b]indole (200 mg, 1 mmol) was added under nitrogen for 2 min. The reaction mixture was stirred at 85° C. overnight. Ice water (5 mL) was added and the resulting solid mass was filtered to obtain the crude compound which was purified... Conditions: time 5 minute. Reaction SMILES: [Li].N.[CH2:3]1[CH2:29][O:28][C:5]([C@@H:7]2[C@:24]3([CH3:25])[C@H:10]([C@H:11]4[C@H:21]([CH2:22][CH2:23]3)[C@:19]3([CH3:20])[C:14](=[CH:15][C:16](=[O:27])[C@@H:17]5[O:26][C@@H:18]53)[CH:13]=[CH:12]4)[CH2:9][CH2:8]2)([CH3:6])[O:4]1.C=CC(=C)C.[Cl-].[NH4+]>CCOCC.O1CCCC1.CCOCC>[CH2:29]1[CH2:3][O:4][C:5]([C@@H:7]2[C@:24]3([CH3:25])[C@H:10]([C@H:11]4[C@H:21]([CH2:22][CH2:23]3)[C@:19]3([CH3:20])[C:14]([CH2:15][C@@H:16]([OH:27])[CH2:17][C@@H:18]3[OH:26])=[CH:13][CH2:12]4)[CH2:9][CH2:8]2)([CH3:6])[O:28]1 |f:4.5,6.7,^1:0|. Procedure details: A mixture of 0.594 g (0.0856 g-atom) of lithium in 500 ml of dry liquid ammonia of -31° C. to -33° C. is prepared and stirred for 5 minutes. Then, a solution of 4.535 g (0.0122 mol) of 20,20-ethylenedioxy-1α,2α-epoxy-pregna-4,6-dien-3-one in 300 ml of ether/tetrahydrofuran (2:1) is added to the mixture dropwise under argon during 40 minutes. The resulting deep blue mixture (at -33° C.) is stirred for a further 15 minutes and treated with 2 ml of isoprene until the colour changes to yellow. A tot... The product is C1OC(C)([C@H]2CC[C@H]3[C@@H]4CC=C5C[C@H](C[C@@H]([C@]5(C)[C@H]4CC[C@]23C)O)O)OC1 (20,20-ethylenedioxy-1α,3β-dihydroxy-pregn-5-ene). Run in dry liquid, CCOCC.O1CCCC1 (ether tetrahydrofuran), CCOCC (ether). The reactants are [Li] (lithium), [Li] (lithium), N (ammonia), [Li] (lithium), C=CC(C)=C (isoprene), C1OC(C)([C@H]2CC[C@H]3[C@@H]4C=CC5=CC([C@H]6[C@@H]([C@]5(C)[C@H]4CC[C@]23C)O6)=O)OC1 (20,20-ethylenedioxy-1α,2α-epoxy-pregna-4,6-dien-3-one), [Li] (lithium), [Li] (lithium), [Cl-].[NH4+] (ammonium chloride), [Cl-].[NH4+] (ammonium chloride), [Cl-].[NH4+] (ammonium chloride), [Cl-].[NH4+] (ammonium chloride), [Li] (lithium), [Cl-].[NH4+] (ammonium chloride). The yield is 84.9%. Starting materials: CC(=O)O, CCOC(C)=O, COc1cccc(F)c1Oc1ncc(Cl)cc1[N+](=O)[O-], [Fe]. Yields the product COc1cccc(F)c1Oc1ncc(Cl)cc1N. As a reaction SMILES: [C:21]([OH:22])(=[O:23])[CH3:24].[CH3:25][CH2:26][O:27][C:28]([CH3:29])=[O:30].[Cl:1][c:2]1[cH:3][c:4]([N+:18]([O-:19])=[O:20])[c:5]([O:8][c:9]2[c:10]([F:17])[cH:11][cH:12][cH:13][c:14]2[O:15][CH3:16])[n:6][cH:7]1.[Fe:31]>>[Cl:1][c:2]1[cH:3][c:4]([NH2:18])[c:5]([O:8][c:9]2[c:10]([F:17])[cH:11][cH:12][cH:13][c:14]2[O:15][CH3:16])[n:6][cH:7]1. Starting materials: C(C)(=O)NC(C(=O)O)CC (2-(acetylamino)butanoic acid), ClC(C(=O)OCC)=O (ethyl chloro(oxo)acetate), ice water, N1=CC=CC=C1 (pyridine), N,N-dimethylaminopyridine. Solvent: O1CCCC1 (tetrahydro-furane). Product: C(C)(=O)NC(C(C(=O)OCC)=O)CC (Ethyl 3-(acetylamino)-2-oxopentanoate). As a reaction SMILES: [C:1]([NH:4][CH:5]([CH2:9][CH3:10])[C:6]([OH:8])=O)(=[O:3])[CH3:2].N1C=CC=CC=1.ClC(=O)[C:19]([O:21][CH2:22][CH3:23])=[O:20]>O1CCCC1>[C:1]([NH:4][CH:5]([CH2:9][CH3:10])[C:6](=[O:8])[C:19]([O:21][CH2:22][CH3:23])=[O:20])(=[O:3])[CH3:2]. Procedure: 9.2 g (63.4 mmol) 2-(acetylamino)butanoic acid are suspended in 120 ml tetrahydro-furane and heated to reflux together with 15.0 g (190 mmol) pyridine and a bit of N,N-dimethylaminopyridine. While heating at reflux, 17.3 g (127 mmol) ethyl chloro(oxo)acetate are added dropwise. The reaction mixture is heated at reflux until no more evolution of gas can be observed. After cooling down to room temperature, the reaction mixture is added to ice water and the organic phase extracted with ethyl acetat... Starting materials: [Br-], C[P+](c1ccccc1)(c1ccccc1)c1ccccc1, CCCCCC, CC1OC2(CCN(C)CC2)CC1=O, [H-], [Na+], O. Product: C=C1CC2(CCN(C)CC2)OC1C. RXN SMILES: [Br-:22].[CH3:23][P+:24]([c:25]1[cH:26][cH:27][cH:28][cH:29][cH:30]1)([c:31]1[cH:32][cH:33][cH:34][cH:35][cH:36]1)[c:37]1[cH:38][cH:39][cH:40][cH:41][cH:42]1.[CH3:3][CH2:4][CH2:5][CH2:6][CH2:7][CH3:8].[CH3:9][CH:10]1[O:11][C:12]2([CH2:13][C:14]1=[O:15])[CH2:16][CH2:17][N:18]([CH3:21])[CH2:19][CH2:20]2.[H-:1].[Na+:2].[OH2:43]>>[CH2:3]=[C:14]1[CH:10]([CH3:9])[O:11][C:12]2([CH2:13]1)[CH2:16][CH2:17][N:18]([CH3:21])[CH2:19][CH2:20]2. The reactants are OC12CC3CC(CC(C3)C1)C2, Cc1cc(O)c(S)c(=O)o1, O=S(=O)(O)O. Product: Cc1cc(O)c(SC23CC4CC(CC(C4)C2)C3)c(=O)o1. RXN SMILES: [C:6]12([OH:16])[CH2:7][CH:8]3[CH2:9][CH:10]([CH2:11][CH:12]([CH2:13]1)[CH2:14]3)[CH2:15]2.[OH:17][c:18]1[c:19]([SH:26])[c:20](=[O:25])[o:21][c:22]([CH3:24])[cH:23]1.[S:1](=[O:2])(=[O:3])([OH:4])[OH:5]>>[C:6]12([S:26][c:19]3[c:18]([OH:17])[cH:23][c:22]([CH3:24])[o:21][c:20]3=[O:25])[CH2:7][CH:8]3[CH2:9][CH:10]([CH2:11][CH:12]([CH2:13]1)[CH2:14]3)[CH2:15]2.